Dataset: the Open Reaction Database (ORD), a public repository of structured organic reaction records. Task: describe an organic reaction: reactants, conditions, products, and yield Starting materials: [BH4-], CCOCC, Cl, [Na+], Cl[Ni]Cl, N#Cc1ccc(C2CCOCC2)cc1. The product is NCc1ccc(C2CCOCC2)cc1. RXN SMILES: [BH4-:15].[CH3:18][CH2:19][O:20][CH2:21][CH3:22].[ClH:17].[Na+:16].[Ni:23]([Cl:24])[Cl:25].[O:1]1[CH2:2][CH2:3][CH:4]([c:7]2[cH:8][cH:9][c:10]([C:11]#[N:12])[cH:13][cH:14]2)[CH2:5][CH2:6]1>>[O:1]1[CH2:2][CH2:3][CH:4]([c:7]2[cH:8][cH:9][c:10]([CH2:11][NH2:12])[cH:13][cH:14]2)[CH2:5][CH2:6]1. The reactants are ClC1=C(C=CC(=C1)Cl)C1=C2N=C(NC2=NC=N1)CC (6-(2,4-dichlorophenyl)-8-ethyl-9H-purine), C1(CC1)C(C#C)O (3-cyclopropyl-1-propyn-3-ol), compound, ClCC=NO (chloroacetaldoxime), ClCC=NO (chloroacetaldoxime), ClCC=NO (chloroacetaldoxime), ClN1C(CCC1=O)=O (N-chlorosuccinimide), C(C)=NO (acetaldoxime). Run in C(Cl)Cl (methylene chloride), CN(C)C=O (DMF), C(C)N(CC)CC (triethylamine), C(C)N(CC)CC (triethylamine). The product is C1(CC1)C(C1=CC(=NO1)C)N1C2=NC=NC(=C2N=C1CC)C1=C(C=C(C=C1)Cl)Cl (9-[1-cyclopropyl-1-(3-methyl-isoxazol-5-yl)methyl]-6-(2,4-dichlorophenyl)-8-ethyl-9H-purine). RXN SMILES: [Cl:1][C:2]1[CH:7]=[C:6]([Cl:8])[CH:5]=[CH:4][C:3]=1[C:9]1[N:17]=[CH:16][N:15]=[C:14]2[C:10]=1[N:11]=[C:12]([CH2:18][CH3:19])[NH:13]2.[CH:20]1([CH:23](O)[C:24]#[CH:25])[CH2:22][CH2:21]1.Cl[CH2:28][CH:29]=[N:30][OH:31].C(=NO)C.ClN1C(=O)CCC1=O>C(Cl)Cl.CN(C=O)C.C(N(CC)CC)C>[CH:20]1([CH:23]([N:13]2[C:12]([CH2:18][CH3:19])=[N:11][C:10]3[C:14]2=[N:15][CH:16]=[N:17][C:9]=3[C:3]2[CH:4]=[CH:5][C:6]([Cl:8])=[CH:7][C:2]=2[Cl:1])[C:24]2[O:31][N:30]=[C:29]([CH3:28])[CH:25]=2)[CH2:22][CH2:21]1. Reported procedure: To a stirring solution of the compound of Example 7241 (90 mg, 0.24 mmol; prepared in a manner similar to that of Example 2 using 6-(2,4-dichlorophenyl)-8-ethyl-9H-purine and 3-cyclopropyl-1-propyn-3-ol) in methylene chloride (2 mL) were added chloroacetaldoxime (25 mg, 0.27 mmol) and triethylamine (0.038 mL, 0.27 mmol). (The chloroacetaldoxime used was previously prepared by reacting equimolar amounts of acetaldoxime and N-chlorosuccinimide in DMF, then extracting the product into diethyl ether...